describe an organic reaction: reactants, conditions, products, and yield From a dataset of the Open Reaction Database (ORD), a public repository of structured organic reaction records. Product: Clc1ccc(C=CSCc2ccc(Cl)cc2)cc1. As a reaction SMILES: [Cl:10][c:11]1[cH:12][cH:13][c:14]([CH2:15][SH:16])[cH:17][cH:18]1.[Cl:1][c:2]1[cH:3][cH:4][c:5]([C:8]#[CH:9])[cH:6][cH:7]1.[Na:19]>>[Cl:1][c:2]1[cH:3][cH:4][c:5]([CH:8]=[CH:9][S:16][CH2:15][c:14]2[cH:13][cH:12][c:11]([Cl:10])[cH:18][cH:17]2)[cH:6][cH:7]1. Reactants: SCc1ccc(Cl)cc1, C#Cc1ccc(Cl)cc1, [Na].